Dataset: the Open Reaction Database (ORD), a public repository of structured organic reaction records. Task: describe an organic reaction: reactants, conditions, products, and yield Yields the product CCOC(=O)CC(=O)CO. RXN SMILES: [CH2:1]([CH3:2])[O:3][C:4]([CH2:5][C:6]([CH2:7][Br:8])=[O:9])=[O:10].[CH3:15][OH:16].[CH:11](=[O:12])[O-:13].[Na+:14]>>[CH2:1]([CH3:2])[O:3][C:4]([CH2:5][C:6]([CH2:7][OH:12])=[O:9])=[O:10]. Reactants: CCOC(=O)CC(=O)CBr, CO, O=C[O-], [Na+].